From a dataset of the Open Reaction Database (ORD), a public repository of structured organic reaction records. describe an organic reaction: reactants, conditions, products, and yield Reactants: C[O-], CC(N)c1ccccc1, COC(=O)c1cc(=O)c2cc(F)ccc2o1, [Na+], c1ccccc1. Product: CC(NC(=O)c1cc(=O)c2cc(F)ccc2o1)c1ccccc1. As a reaction SMILES: [CH3:1][O-:2].[CH3:20][CH:21]([c:22]1[cH:23][cH:24][cH:25][cH:26][cH:27]1)[NH2:28].[F:4][c:5]1[cH:6][cH:7][c:8]2[c:9]([c:10](=[O:18])[cH:11][c:12]([C:14]([O:16][CH3:15])=[O:17])[o:13]2)[cH:19]1.[Na+:3].[cH:29]1[cH:30][cH:31][cH:32][cH:33][cH:34]1>>[F:4][c:5]1[cH:6][cH:7][c:8]2[c:9]([c:10](=[O:18])[cH:11][c:12]([C:14](=[O:16])[NH:28][CH:21]([CH3:20])[c:22]3[cH:23][cH:24][cH:25][cH:26][cH:27]3)[o:13]2)[cH:19]1. Reactants: [Al+3], CC(=O)Cl, [Cl-], [Cl-], [Cl-], ClCCl, CC(=O)NCc1ccccc1Cl, O. The product is CC(=O)NCc1cc(C(C)=O)ccc1Cl. Reaction SMILES: [Al+3:21].[CH3:16][C:17]([Cl:18])=[O:19].[Cl-:20].[Cl-:22].[Cl-:23].[Cl:1][CH2:2][Cl:3].[Cl:4][c:5]1[c:6]([CH2:11][NH:12][C:13]([CH3:14])=[O:15])[cH:7][cH:8][cH:9][cH:10]1.[OH2:24]>>[Cl:4][c:5]1[c:6]([CH2:11][NH:12][C:13]([CH3:14])=[O:15])[cH:7][c:8]([C:17]([CH3:16])=[O:19])[cH:9][cH:10]1. Starting materials: C1(=CC=CC=C1)P(CCP(C1=CC=CC=C1)C1=CC=CC=C1)C1=CC=CC=C1 (1,2-bis(diphenylphosphino)ethane), C1(=CC=CC=C1)CC=O (phenylacetaldehyde), C(C)(=O)N (acetamide), C(C)(=O)OCC (ethyl acetate). The reagents and catalysts are [CH-]=O.[CH-]=O.[C-]#[O+].[C-]#[O+].[C-]#[O+].[C-]#[O+].[C-]#[O+].[C-]#[O+].[Co].[Co+2] (dicobalt octacarbonyl). Run at temperature 80 celsius, time 4 hour. Yields the product C(C)(=O)N[C@@H](CC1=CC=CC=C1)C(=O)O (N-acetylphenylalanine). As a reaction SMILES: C1(P(C2C=CC=CC=2)CCP(C2C=CC=CC=2)C2C=CC=CC=2)C=CC=CC=1.[C:29]1([CH2:35][CH:36]=O)[CH:34]=[CH:33][CH:32]=[CH:31][CH:30]=1.[C:38]([NH2:41])(=[O:40])[CH3:39].[C:42]([O:45]CC)(=[O:44])C>[CH-]=O.[CH-]=O.[C-]#[O+].[C-]#[O+].[C-]#[O+].[C-]#[O+].[C-]#[O+].[C-]#[O+].[Co].[Co+2]>[C:38]([NH:41][C@H:36]([C:42]([OH:45])=[O:44])[CH2:35][C:29]1[CH:30]=[CH:31][CH:32]=[CH:33][CH:34]=1)(=[O:40])[CH3:39] |f:4.5.6.7.8.9.10.11.12.13|. Procedure details: A glass-lined autoclave was charged with dicobalt octacarbonyl (0.68 g, 2.0 mmoles), 1,2-bis(diphenylphosphino)ethane (0.20 g), phenylacetaldehyde (6.0 g), acetamide (3.0 g) and ethyl acetate (15.0 g). The reactor was purged with CO/H2 mixture (1:1 molar ratio) to 1000 psi and with pure CO to a final pressure of 2000 psi (resulted ca. 3:1 ratio of CO to H2). The system was heated to 80° C. and held for four hours. During the process, the pressure went up to 2175 psi and then dropped to 2100 psi ... Reactants: [H-].[Na+] (NaH), BrC=1NC=C(N1)Br (2,4-dibromoimidazole), C[Si](C)(C)CCOCCl (SEM-Cl). Solvent: C1CCOC1 (THF). Run at time 1 hour. Yields the product BrC=1N(C=C(N1)Br)COCC[Si](C)(C)C (2,4-Dibromo-1-{[2-(trimethylsilyl)ethoxy]methyl}-1H-imidazole). RXN SMILES: [H-].[Na+].[Br:3][C:4]1[NH:5][CH:6]=[C:7]([Br:9])[N:8]=1.[CH3:10][Si:11]([CH2:14][CH2:15][O:16][CH2:17]Cl)([CH3:13])[CH3:12]>C1COCC1>[Br:3][C:4]1[N:5]([CH2:17][O:16][CH2:15][CH2:14][Si:11]([CH3:13])([CH3:12])[CH3:10])[CH:6]=[C:7]([Br:9])[N:8]=1 |f:0.1|. Procedure: NaH (60%, 1.2 eq) was added portionwise to a solution of 2,4-dibromoimidazole (1 eq.) in THF at 0° C. After 1 hr, SEM-Cl (1.2 eq.) was added and the mixture was stirred at RT for 12 hr. The reaction was carefully quenched with H2O and the aqueous phase was extracted with EtOAc (3×). The combined organic phase was dried (MgSO4) and concentrated under reduced pressure. Purification by flash chromatography on silica gel eluting with 5-33% EtOAc/pentane yielded the title compound as an oil. 1H NMR (... Reported procedure: Reaction of methyl 5-chloromethyl-2-(difluoromethyl)-4-(2-methylpropyl)-6-(trifluoromethyl)-3-pyridinecarboxylate (example 3 of U.S. Pat. No. 5,169,432) with 4-t-butylbenzenethiol according to the procedure of example 29 of U.S. Pat. No. 5,169,432 yielded the product as an oil. As a reaction SMILES: Cl[CH2:2][C:3]1[C:4]([CH2:20][CH:21]([CH3:23])[CH3:22])=[C:5]([C:16]([O:18][CH3:19])=[O:17])[C:6]([CH:13]([F:15])[F:14])=[N:7][C:8]=1[C:9]([F:12])([F:11])[F:10].[C:24]([C:28]1[CH:33]=[CH:32][C:31]([SH:34])=[CH:30][CH:29]=1)([CH3:27])([CH3:26])[CH3:25]>>[C:24]([C:28]1[CH:29]=[CH:30][C:31]([S:34][CH2:2][C:3]2[C:4]([CH2:20][CH:21]([CH3:23])[CH3:22])=[C:5]([C:16]([O:18][CH3:19])=[O:17])[C:6]([CH:13]([F:15])[F:14])=[N:7][C:8]=2[C:9]([F:12])([F:11])[F:10])=[CH:32][CH:33]=1)([CH3:27])([CH3:25])[CH3:26]. Product: C(C)(C)(C)C1=CC=C(C=C1)SCC=1C(=C(C(=NC1C(F)(F)F)C(F)F)C(=O)OC)CC(C)C (Methyl 5-(4-t-Butylphenylthiomethyl)-2-(difluoromethyl)-4-(2-methylpropyl)-6-(trifluoromethyl)-3-pyridinecarboxylate). Reactants: ClCC=1C(=C(C(=NC1C(F)(F)F)C(F)F)C(=O)OC)CC(C)C (methyl 5-chloromethyl-2-(difluoromethyl)-4-(2-methylpropyl)-6-(trifluoromethyl)-3-pyridinecarboxylate), C(C)(C)(C)C1=CC=C(C=C1)S (4-t-butylbenzenethiol).